Dataset: the Open Reaction Database (ORD), a public repository of structured organic reaction records. Task: describe an organic reaction: reactants, conditions, products, and yield The reactants are CN(C)CCCC1CCc2cc(O)ccc2C1, ClCc1ccc(-c2ccccc2)cc1, [H-], [Na+], CN(C)C=O, O. Yields the product CN(C)CCCC1CCc2cc(OCc3ccc(-c4ccccc4)cc3)ccc2C1, Cl. RXN SMILES: [CH3:8][N:9]([CH3:10])[CH2:11][CH2:12][CH2:13][CH:14]1[CH2:15][c:16]2[cH:17][cH:18][c:19]([OH:24])[cH:20][c:21]2[CH2:22][CH2:23]1.[Cl:25][CH2:26][c:27]1[cH:28][cH:29][c:30](-[c:33]2[cH:34][cH:35][cH:36][cH:37][cH:38]2)[cH:31][cH:32]1.[H-:1].[Na+:2].[O:3]=[CH:4][N:5]([CH3:6])[CH3:7].[OH2:39]>>[CH3:8][N:9]([CH3:10])[CH2:11][CH2:12][CH2:13][CH:14]1[CH2:15][c:16]2[cH:17][cH:18][c:19]([O:24][CH2:26][c:27]3[cH:28][cH:29][c:30](-[c:33]4[cH:34][cH:35][cH:36][cH:37][cH:38]4)[cH:31][cH:32]3)[cH:20][c:21]2[CH2:22][CH2:23]1.[ClH:25]. Reactants: [Al+3], C1CCOC1, [Cl-], COC(=O)c1cccc(-c2ccc(Cl)cc2)c1OC, [H-], [H-], [H-], [H-], [Li+], [NH4+], O. The product is COc1c(CO)cccc1-c1ccc(Cl)cc1. As a reaction SMILES: [Al+3:21].[CH2:28]1[O:29][CH2:30][CH2:31][CH2:32]1.[Cl-:26].[Cl:1][c:2]1[cH:3][cH:4][c:5](-[c:8]2[c:9]([O:18][CH3:19])[c:10]([C:14](=[O:15])[O:16][CH3:17])[cH:11][cH:12][cH:13]2)[cH:6][cH:7]1.[H-:20].[H-:23].[H-:24].[H-:25].[Li+:22].[NH4+:27].[OH2:33]>>[Cl:1][c:2]1[cH:3][cH:4][c:5](-[c:8]2[c:9]([O:18][CH3:19])[c:10]([CH2:14][OH:15])[cH:11][cH:12][cH:13]2)[cH:6][cH:7]1. Starting materials: N1=C(C=CC2=CC=CC=C12)COC1=CC=C(C=C1)CC(=O)OCC (ethyl 2-(4-(quinolin-2-ylmethoxy)phenyl)acetate), OC(C(=O)OC)(C)C (methyl 2-hydroxy-2-methylpropanoate), CC(C)(C)[O-].[K+] (t-BuOK), Cl (HCl). Solvent: C1CCOC1 (THF), O (water). Conditions: time 16 hour. The product is OC1=C(C(OC1(C)C)=O)C1=CC=C(C=C1)OCC1=NC2=CC=CC=C2C=C1 (4-hydroxy-5,5-dimethyl-3-(4-(quinolin-2-ylmethoxy)phenyl)furan-2(5H)-one). The yield is 45.0%. As a reaction SMILES: [N:1]1[C:10]2[C:5](=[CH:6][CH:7]=[CH:8][CH:9]=2)[CH:4]=[CH:3][C:2]=1[CH2:11][O:12][C:13]1[CH:18]=[CH:17][C:16]([CH2:19][C:20](OCC)=[O:21])=[CH:15][CH:14]=1.[OH:25]C(C)(C)C(OC)=O.[CH3:33][C:34]([O-:37])([CH3:36])[CH3:35].[K+].Cl>C1COCC1.O>[OH:25][C:33]1[C:34]([CH3:36])([CH3:35])[O:37][C:20](=[O:21])[C:19]=1[C:16]1[CH:15]=[CH:14][C:13]([O:12][CH2:11][C:2]2[CH:3]=[CH:4][C:5]3[C:10](=[CH:9][CH:8]=[CH:7][CH:6]=3)[N:1]=2)=[CH:18][CH:17]=1 |f:2.3|. Procedure details: To a solution of ethyl 2-(4-(quinolin-2-ylmethoxy)phenyl)acetate (2.0 g, 0.006 mol) in THF (10 mL), were added methyl 2-hydroxy-2-methylpropanoate (1.4 g, 0.012 mol) and t-BuOK (1 N, 50 mL) at RT under an inert atmosphere. The mixture was then stirred for 16 h at RT. The reaction mixture was diluted with water, acidified with HCl (1N), and extracted with EtOAc (2×200 mL). The combined organic layers were washed with water, dried over Na2SO4 and concentrated in vacuo to afford 4-hydroxy-5,5-dimet... The reactants are [Li]CCCC, CN(C)S(=O)(=O)n1cc(CC(C)(C)C)nc1C=O, C1CCOC1, c1ccc(-c2ccc(C3SCCCS3)cc2)nc1. Yields the product CN(C)S(=O)(=O)n1cc(CC(C)(C)C)nc1C(O)C1(c2ccc(-c3ccccn3)cc2)SCCCS1. Reaction SMILES: [CH2:1]([Li:2])[CH2:3][CH2:4][CH3:5].[CH3:24][C:25]([CH2:26][c:27]1[n:28][c:29]([CH:38]=[O:39])[n:30]([S:32](=[O:33])(=[O:34])[N:35]([CH3:36])[CH3:37])[cH:31]1)([CH3:40])[CH3:41].[O:42]1[CH2:43][CH2:44][CH2:45][CH2:46]1.[S:6]1[CH:7]([c:12]2[cH:13][cH:14][c:15](-[c:18]3[n:19][cH:20][cH:21][cH:22][cH:23]3)[cH:16][cH:17]2)[S:8][CH2:9][CH2:10][CH2:11]1>>[S:6]1[C:7]([c:12]2[cH:13][cH:14][c:15](-[c:18]3[n:19][cH:20][cH:21][cH:22][cH:23]3)[cH:16][cH:17]2)([CH:38]([c:29]2[n:28][c:27]([CH2:26][C:25]([CH3:24])([CH3:40])[CH3:41])[cH:31][n:30]2[S:32](=[O:33])(=[O:34])[N:35]([CH3:36])[CH3:37])[OH:39])[S:8][CH2:9][CH2:10][CH2:11]1.